This data is from the Open Reaction Database (ORD), a public repository of structured organic reaction records. The task is: describe an organic reaction: reactants, conditions, products, and yield The reactants are O1C(=CC2=C1C=CC=C2)CC2=CC=C(C#N)C=C2 (4-(benzofuran-2-yl)methyl-benzonitrile), BrBr (bromine). Solvent: C(Cl)Cl (methylene chloride), C(Cl)(Cl)(Cl)Cl (carbon tetrachloride). Reaction conditions: temperature 2 celsius, time 90 minute. The product is BrC1=C(OC2=C1C=CC=C2)CC2=CC=C(C#N)C=C2 (4-(3-Bromo-benzofuran-2-yl)methyl-benzonitrile). RXN SMILES: [O:1]1[C:5]2[CH:6]=[CH:7][CH:8]=[CH:9][C:4]=2[CH:3]=[C:2]1[CH2:10][C:11]1[CH:18]=[CH:17][C:14]([C:15]#[N:16])=[CH:13][CH:12]=1.[Br:19]Br>C(Cl)Cl.C(Cl)(Cl)(Cl)Cl>[Br:19][C:3]1[C:4]2[CH:9]=[CH:8][CH:7]=[CH:6][C:5]=2[O:1][C:2]=1[CH2:10][C:11]1[CH:18]=[CH:17][C:14]([C:15]#[N:16])=[CH:13][CH:12]=1. Reported procedure: To a solution of 1.2 g (5 mmol) of 4-(benzofuran-2-yl)methyl-benzonitrile in 25 ml methylene chloride, a solution of 0.8 g (5 mmol) of bromine in 5 ml carbon tetrachloride is added dropwise at 2° C. The solution is stirred for 90 minutes at 2° C., the precipitate formed is suction filtered, washed with a little methylene chloride and dried. The reactants are [BH4-].[Na+] (sodium borohydride), C=1C=CN2C1CN(C1=C(C2)C=CC=C1)C(=O)C1=CC(=C(C#N)C=C1)C (4-(5H,11H-benzo[e]pyrrolo[1,2-a][1,4]diazepine-10-carbonyl)-2-methylbenzonitrile). Reagents/catalysts: [Co](Cl)Cl (cobalt (II) chloride). The product is NCC1=C(C=C(C=C1)C(=O)N1CC=2N(CC3=C1C=CC=C3)C=CC2)C ((4-Aminomethyl-3-methylphenyl)-(5H,11H-benzo[e]pyrrolo[1,2-a][1,4]diazepin-10-yl)methanone). As a reaction SMILES: [CH:1]1[CH:2]=[CH:3][N:4]2[CH2:10][C:9]3[CH:11]=[CH:12][CH:13]=[CH:14][C:8]=3[N:7]([C:15]([C:17]3[CH:24]=[CH:23][C:20]([C:21]#[N:22])=[C:19]([CH3:25])[CH:18]=3)=[O:16])[CH2:6][C:5]=12.[BH4-].[Na+]>[Co](Cl)Cl>[NH2:22][CH2:21][C:20]1[CH:23]=[CH:24][C:17]([C:15]([N:7]2[C:8]3[CH:14]=[CH:13][CH:12]=[CH:11][C:9]=3[CH2:10][N:4]3[CH:3]=[CH:2][CH:1]=[C:5]3[CH2:6]2)=[O:16])=[CH:18][C:19]=1[CH3:25] |f:1.2|. Reported procedure: Following a similar procedure as described for Example F2, 4-(5H,11H-benzo[e]pyrrolo[1,2-a][1,4]diazepine-10-carbonyl)-2-methylbenzonitrile from Example G1 (1.5 g, 4.6 mmol) was treated with cobalt (II) chloride (2.2 g, 9.2 mmol) and sodium borohydride (1.75 g, 46 mmol) to afford a pale yellow solid, yield 680 mg, 44%. Reactants: C1(=CC=CC=C1)SC (thioanisol), C(C)(=O)OCC1=C(S[C@H]2N(C1C(=O)O)C([C@H]2C(CC2=CC=CC=C2)=O)=O)N (3-acetyloxymethyl-7β-phenylacetyl-amino-ceph-2-em-4ξ-carboxylic acid). The solvent is C1(=CC=CC=C1)C (toluene), FC(C(=O)O)(F)F (trifluoroacetic acid). Run at time 30 minute. Product: CSC1=CC=C(CC2=C(S[C@H]3N(C2C(=O)O)C([C@H]3C(CC3=CC=CC=C3)=O)=O)N)C=C1 (3-(4-methylthio-benzyl)-7β-phenylacetyl-amino-ceph-2-em-4ξ-carboxylic acid). As a reaction SMILES: [C:1]1([S:7][CH3:8])[CH:6]=[CH:5][CH:4]=[CH:3][CH:2]=1.C(O[CH2:13][C:14]1[CH:19]([C:20]([OH:22])=[O:21])[N:18]2[C:23](=[O:34])[C@@H:24]([C:25](=[O:33])[CH2:26][C:27]3[CH:32]=[CH:31][CH:30]=[CH:29][CH:28]=3)[C@H:17]2[S:16][C:15]=1[NH2:35])(=O)C>FC(F)(F)C(O)=O.C1(C)C=CC=CC=1>[CH3:8][S:7][C:1]1[CH:6]=[CH:5][C:4]([CH2:13][C:14]2[CH:19]([C:20]([OH:22])=[O:21])[N:18]3[C:23](=[O:34])[C@@H:24]([C:25](=[O:33])[CH2:26][C:27]4[CH:32]=[CH:31][CH:30]=[CH:29][CH:28]=4)[C@H:17]3[S:16][C:15]=2[NH2:35])=[CH:3][CH:2]=1. Procedure: A solution of 1.5 ml of thioanisol in 10 ml of trifluoroacetic acid is treated with 1.17 g of 3-acetyloxymethyl-7β-phenylacetyl-amino-ceph-2-em-4ξ-carboxylic acid and the mixture is left to stand for 30 minutes at room temperature. After diluting the mixture with an equal volume of toluene, the volatile fractions are evaporated under reduced pressure. The residue is partitioned between ethyl acetate and a 10% aqueous dipotassium hydrogen phosphate solution (pH = 7.5). The layers are separated; t... The product is O=C(Cl)NC1CCC2(CC1)OCCO2. Reaction SMILES: [CH3:25][c:26]1[cH:27][cH:28][cH:29][cH:30][cH:31]1.[Cl:18][C:19]([Cl:20])=[O:21].[Cl:22][CH2:23][Cl:24].[Na+:17].[O-:13][C:14]([OH:15])=[O:16].[O:1]1[CH2:2][CH2:3][O:4][C:5]12[CH2:6][CH2:7][CH:8]([NH2:11])[CH2:9][CH2:10]2.[OH2:12]>>[O:1]1[CH2:2][CH2:3][O:4][C:5]12[CH2:6][CH2:7][CH:8]([NH:11][C:19]([Cl:18])=[O:21])[CH2:9][CH2:10]2. Reactants: Cc1ccccc1, O=C(Cl)Cl, ClCCl, [Na+], O=C([O-])O, NC1CCC2(CC1)OCCO2, O. Starting materials: [OH-].[Na+] (sodium hydroxide), ClC1=C(C=O)C=C(C=C1)Cl (2,5-dichlorobenzaldehyde), FC1=C(C=CC=C1)S (2-fluorothiophenol). Run in O (water), O (water). The product is FC1=C(C=CC=C1)SC1=C(C=O)C=C(C=C1)Cl (2-(2-fluorophenylthio) 5-chlorobenzaldehyde). RXN SMILES: [OH-].[Na+].Cl[C:4]1[CH:11]=[CH:10][C:9]([Cl:12])=[CH:8][C:5]=1[CH:6]=[O:7].[F:13][C:14]1[CH:19]=[CH:18][CH:17]=[CH:16][C:15]=1[SH:20]>O>[F:13][C:14]1[CH:19]=[CH:18][CH:17]=[CH:16][C:15]=1[S:20][C:4]1[CH:11]=[CH:10][C:9]([Cl:12])=[CH:8][C:5]=1[CH:6]=[O:7] |f:0.1|. Reported procedure: solution of 3.4 g sodium hydroxide in 6 ml of water and then 14 g of 2,5-dichlorobenzaldehyde (H. Erdmann, Justus Liebigs Ann. Chem. 272, 155, 1893) are added to a solution of 10.8 g 2-fluorothiophenol (reference above) in 20 ml of hexamethylphosphortriamide. Then, the mixture is heated for 5.5 hours to 100° C. After cooling it is diluted with 150 ml of water and extracted with benzene. The extract is washed with a 5% sodium hydroxide solution and with water, dried with magnesium sulfate and eva... Reactants: COC(C1=CN=C(C=C1)\C=C\C=1C(=NOC1C)CCCC)=O (6-[(E)-2-(3-butyl-5-methyl-isoxazol-4-yl)-vinyl]-nicotinic acid methyl ester), O1CC(CC1)N (tetrahydrofuran-3-amine). Yields the product C(CCC)C1=NOC(=C1/C=C/C1=NC=C(C(=O)NC2COCC2)C=C1)C (6-[(E)-2-(3-Butyl-5-methyl-isoxazol-4-yl)-vinyl]-N-(tetrahydro-furan-3-yl)-nicotinamide). Isolated yield 70.0%. RXN SMILES: CO[C:3](=[O:22])[C:4]1[CH:9]=[CH:8][C:7](/[CH:10]=[CH:11]/[C:12]2[C:13]([CH2:18][CH2:19][CH2:20][CH3:21])=[N:14][O:15][C:16]=2[CH3:17])=[N:6][CH:5]=1.[O:23]1[CH2:27][CH2:26][CH:25]([NH2:28])[CH2:24]1>>[CH2:18]([C:13]1[C:12](/[CH:11]=[CH:10]/[C:7]2[CH:8]=[CH:9][C:4]([C:3]([NH:28][CH:25]3[CH2:26][CH2:27][O:23][CH2:24]3)=[O:22])=[CH:5][N:6]=2)=[C:16]([CH3:17])[O:15][N:14]=1)[CH2:19][CH2:20][CH3:21]. Procedure details: As described in example 8, 6-[(E)-2-(3-butyl-5-methyl-isoxazol-4-yl)-vinyl]-nicotinic acid methyl ester (200 mg, 0.57 mmol), and tetrahydrofuran-3-amine instead of isopropylamine, was converted to the title compound (140 mg, 70%) which was obtained as a light red solid after purification by chromatography (silica, dichloromethane:methanol 100:0 to 94:6). MS: m/e=328.4 [M+H]+.